describe an organic reaction: reactants, conditions, products, and yield From a dataset of the Open Reaction Database (ORD), a public repository of structured organic reaction records. Starting materials: OC1=CC=C(C=C1)CCCCN1N=CN=C1 (1-[4-(4-hydroxyphenyl)butyl]-1,2,4-triazole), S1C2=C(C=C1C=1OC(=C(N1)CCl)C)C=CC=C2 (2-(2-benzo[b]thienyl)-4-chloromethyl-5-methyloxazole). Product: S1C2=C(C=C1C=1OC(=C(N1)COC1=CC=C(C=C1)CCCCN1N=CN=C1)C)C=CC=C2 (1-[4-[4-[2-(2-benzo[b]thienyl)-5-methyl-4-oxazolylmethoxy]phenyl]butyl]-1,2,4-triazole). Isolated yield 59.0%. Reaction SMILES: [OH:1][C:2]1[CH:7]=[CH:6][C:5]([CH2:8][CH2:9][CH2:10][CH2:11][N:12]2[CH:16]=[N:15][CH:14]=[N:13]2)=[CH:4][CH:3]=1.[S:17]1[C:21]([C:22]2[O:23][C:24]([CH3:29])=[C:25]([CH2:27]Cl)[N:26]=2)=[CH:20][C:19]2[CH:30]=[CH:31][CH:32]=[CH:33][C:18]1=2>>[S:17]1[C:21]([C:22]2[O:23][C:24]([CH3:29])=[C:25]([CH2:27][O:1][C:2]3[CH:7]=[CH:6][C:5]([CH2:8][CH2:9][CH2:10][CH2:11][N:12]4[CH:16]=[N:15][CH:14]=[N:13]4)=[CH:4][CH:3]=3)[N:26]=2)=[CH:20][C:19]2[CH:30]=[CH:31][CH:32]=[CH:33][C:18]1=2. Reported procedure: In substantially the same manner as in Working Example 37, 1-[4-(4-hydroxyphenyl)butyl]-1,2,4-triazole was allowed to react with 2-(2-benzo[b]thienyl)-4-chloromethyl-5-methyloxazole to give 1-[4-[4-[2-(2-benzo[b]thienyl)-5-methyl-4-oxazolylmethoxy]phenyl]butyl]-1,2,4-triazole. The yield was 59%. Recrystallization from ethyl acetate-hexane gave colorless prisms, mp 131-132° C.